The task is: describe an organic reaction: reactants, conditions, products, and yield. This data is from the Open Reaction Database (ORD), a public repository of structured organic reaction records. The reactants are [N+](=O)([O-])C=1C=C(C=C(C(=O)OCCCCCCCCCC)C(=O)C)C=CC1 (decyl 2-(3-nitrobenzylidene)acetoacetate), Cl.C(N)(=N)CC(=O)OCC (ethyl amidinoacetate hydrochloride), [Na] (sodium). Solvent: C(C)O (ethanol), C(C)O (ethanol). Conditions: time 15 minute. Product: NC=1NC(=C(C(C1C(=O)OCC)C1=CC(=CC=C1)[N+](=O)[O-])C(=O)OCCCCCCCCCC)C (5-Decyl 3-ethyl 2-amino-1,4-dihydro-6-methyl-4-(3-nitrophenyl)pyridine-3,5-dicarboxylate). Reaction SMILES: [Na].[N+:2]([C:5]1[CH:6]=[C:7]([CH:26]=[CH:27][CH:28]=1)[CH:8]=[C:9]([C:23]([CH3:25])=O)[C:10]([O:12][CH2:13][CH2:14][CH2:15][CH2:16][CH2:17][CH2:18][CH2:19][CH2:20][CH2:21][CH3:22])=[O:11])([O-:4])=[O:3].Cl.[C:30]([CH2:33][C:34]([O:36][CH2:37][CH3:38])=[O:35])(=[NH:32])[NH2:31]>C(O)C>[NH2:31][C:30]1[NH:32][C:23]([CH3:25])=[C:9]([C:10]([O:12][CH2:13][CH2:14][CH2:15][CH2:16][CH2:17][CH2:18][CH2:19][CH2:20][CH2:21][CH3:22])=[O:11])[CH:8]([C:7]2[CH:26]=[CH:27][CH:28]=[C:5]([N+:2]([O-:4])=[O:3])[CH:6]=2)[C:33]=1[C:34]([O:36][CH2:37][CH3:38])=[O:35] |f:2.3,^1:0|. Procedure details: A solution of 1.15 g (50 mmol) of sodium in 100 ml of ethanol was added dropwise at room temperature, with stirring, to a solution of 18.8 g (50 mmol) of decyl 2-(3-nitrobenzylidene)acetoacetate and 8.3 g (50 mmol) of ethyl amidinoacetate hydrochloride in 250 ml of ethanol. The mixture was then heated to boiling for 15 minutes. After standing overnight, the precipitated sodium chloride was filtered off, the filtrate was evaporated in vacuo and the oily residue was brought to crystallization by t... Starting materials: Cl.FC(C=1C=C(C=C(C1)C(F)(F)F)C1CCNCC1)(F)F (4-(3,5-Bis(trifluoromethyl)phenyl)piperidine Hydrochloride), C(C)(C)(C)OC(=O)N1CC2=C(CC1)NN=C2C(=O)O (5-(tert-butoxycarbonyl)-4,5,6,7-tetrahydro-1H-pyrazolo[4,3-c]pyridine-3-carboxylic acid), C(C)(C)N(CC)C(C)C (diisopropylethylamine), CCN=C=NCCCN(C)C (EDCI), C=1C=CC2=C(C1)N=NN2O (HOBt). Run in O (H2O), CN(C)C=O (DMF). Reaction conditions: time 18 hour. The product is FC(C=1C=C(C=C(C1)C(F)(F)F)C1CCN(CC1)C(=O)C1=NNC2=C1CN(CC2)C(=O)OC(C)(C)C)(F)F (tert-butyl 3-(4-(3,5-bis(trifluoromethyl)phenyl)piperidine-1-carbonyl)-6,7-dihydro-1H-pyrazolo[4,3-c]pyridine-5(4H)-carboxylate). Yield: 86.6%. As a reaction SMILES: Cl.[F:2][C:3]([F:21])([F:20])[C:4]1[CH:5]=[C:6]([CH:14]2[CH2:19][CH2:18][NH:17][CH2:16][CH2:15]2)[CH:7]=[C:8]([C:10]([F:13])([F:12])[F:11])[CH:9]=1.[C:22]([O:26][C:27]([N:29]1[CH2:34][CH2:33][C:32]2[NH:35][N:36]=[C:37]([C:38](O)=[O:39])[C:31]=2[CH2:30]1)=[O:28])([CH3:25])([CH3:24])[CH3:23].C(N(C(C)C)CC)(C)C.CCN=C=NCCCN(C)C.C1C=CC2N(O)N=NC=2C=1>CN(C=O)C.O>[F:21][C:3]([F:2])([F:20])[C:4]1[CH:5]=[C:6]([CH:14]2[CH2:19][CH2:18][N:17]([C:38]([C:37]3[C:31]4[CH2:30][N:29]([C:27]([O:26][C:22]([CH3:25])([CH3:24])[CH3:23])=[O:28])[CH2:34][CH2:33][C:32]=4[NH:35][N:36]=3)=[O:39])[CH2:16][CH2:15]2)[CH:7]=[C:8]([C:10]([F:12])([F:13])[F:11])[CH:9]=1 |f:0.1|. Procedure details: To a solution of 4-(3,5-bis(trifluoromethyl)phenyl)piperidine hydrochloride (20, 100 mg, 0.30 mmol), 5-(tert-butoxycarbonyl)-4,5,6,7-tetrahydro-1H-pyrazolo[4,3-c]pyridine-3-carboxylic acid (81 mg, 0.30 mmol), and diisopropylethylamine (0.18 mL, 0.90 mmol) in DMF (5.6 mL) was added EDCI (69 mg, 0.36 mmol) and HOBt (49 mg, 0.36 mmol). The resulting solution was stirred at ambient temperature for 18 h. The reaction mixture was diluted with H2O (30 mL). The resulting precipitate was collected by fil... Reactants: C(C1=CC=CC=C1)OC1=C(C(=O)OCC2=CC=CC=C2)C=CC(=C1)C (benzyl 2-benzyloxy-4-methylbenzoate), [OH-].[Na+] (NaOH). Run in C1CCOC1 (THF), CO (methanol). Product: C(C1=CC=CC=C1)OC1=C(C(=O)O)C=CC(=C1)C (2-benzyloxy-4-methylbenzoic acid). Yield: 53.4%. Reaction SMILES: [CH2:1]([O:8][C:9]1[CH:24]=[C:23]([CH3:25])[CH:22]=[CH:21][C:10]=1[C:11]([O:13]CC1C=CC=CC=1)=[O:12])[C:2]1[CH:7]=[CH:6][CH:5]=[CH:4][CH:3]=1.[OH-].[Na+]>C1COCC1.CO>[CH2:1]([O:8][C:9]1[CH:24]=[C:23]([CH3:25])[CH:22]=[CH:21][C:10]=1[C:11]([OH:13])=[O:12])[C:2]1[CH:3]=[CH:4][CH:5]=[CH:6][CH:7]=1 |f:1.2|. Procedure details: A solution of benzyl 2-benzyloxy-4-methylbenzoate acid (25 g) in a mixture of THF and methanol was treated with aqueous 2N NaOH (188 ml) and heated under reflux for 12 hours. The reaction mixture was concentrated to half its volume and was diluted with water, extracted once with EtOAc and the aqueous layer was acidified with HCl to pH4. The solid which precipitated was filtered and dried to give 2-benzyloxy-4-methylbenzoic acid (yield 9.73 g). Reactants: Fc1cc(Br)cc(Br)c1, CO, CN(C)C=O, C[O-], [Na+]. Product: COc1cc(Br)cc(Br)c1. RXN SMILES: [Br:4][c:5]1[cH:6][c:7]([F:12])[cH:8][c:9]([Br:11])[cH:10]1.[CH3:13][OH:14].[CH3:15][N:16]([CH3:17])[CH:18]=[O:19].[CH3:1][O-:2].[Na+:3]>>[CH3:1][O:2][c:7]1[cH:6][c:5]([Br:4])[cH:10][c:9]([Br:11])[cH:8]1. Reactants: ClC(Cl)Cl, COc1cc(N)cc(OC)c1C(C)(C)O. Product: C=C(C)c1c(OC)cc(N)cc1OC. As a reaction SMILES: [CH:16]([Cl:17])([Cl:18])[Cl:19].[NH2:1][c:2]1[cH:3][c:4]([O:14][CH3:15])[c:5]([C:10]([CH3:11])([CH3:12])[OH:13])[c:6]([O:8][CH3:9])[cH:7]1>>[NH2:1][c:2]1[cH:3][c:4]([O:14][CH3:15])[c:5]([C:10](=[CH2:11])[CH3:12])[c:6]([O:8][CH3:9])[cH:7]1.